Dataset: the Open Reaction Database (ORD), a public repository of structured organic reaction records. Task: describe an organic reaction: reactants, conditions, products, and yield Starting materials: N1C=NC(=C1)C1=C(OCC(=O)C2=C(C(=O)OCC)C=CC=C2)C=CC=C1 (ethyl 2-(2-(2-(1H-imidazol-4-yl)phenoxy)acetyl)benzoate), N (NH3), [Li+].[OH-] (LiOH), Cl (HCl). Solvent: O1CCCC1 (tetrahydrofuran), O (water). Run at time 5 hour. The product is N1C=NC(=C1)C1=C(OCC(=O)C2=C(C(=O)O)C=CC=C2)C=CC=C1 (2-(2-(2-(1H-Imidazol-4-yl)phenoxy)acetyl)benzoic acid). Isolated yield 46.0%. As a reaction SMILES: [NH:1]1[CH:5]=[C:4]([C:6]2[CH:26]=[CH:25][CH:24]=[CH:23][C:7]=2[O:8][CH2:9][C:10]([C:12]2[CH:22]=[CH:21][CH:20]=[CH:19][C:13]=2[C:14]([O:16]CC)=[O:15])=[O:11])[N:3]=[CH:2]1.[Li+].[OH-].Cl.N>O1CCCC1.O>[NH:1]1[CH:5]=[C:4]([C:6]2[CH:26]=[CH:25][CH:24]=[CH:23][C:7]=2[O:8][CH2:9][C:10]([C:12]2[CH:22]=[CH:21][CH:20]=[CH:19][C:13]=2[C:14]([OH:16])=[O:15])=[O:11])[N:3]=[CH:2]1 |f:1.2|. Reported procedure: To a solution of ethyl 2-(2-(2-(1H-imidazol-4-yl)phenoxy)acetyl)benzoate (0.142 mmol) in a mixture of tetrahydrofuran (2 mL) and water (1 mL) was added LiOH.H20 (0.713 mmol). After stirring for 5 h the reaction mixture was acidified with 6N HCl and treated with NH3 (solution in ethanol) till the pH was basic, the solution was concentrated under reduced pressure and subjected to column chromatography to afford the final product. Yield 46%. (CDCl3+CD3OD): 4.69 (s, 2H), 6.87 (d, 1H, J=6.18 Hz), 6.9... Starting materials: C=CC1CN(Cc2ccccc2)CCN1Cc1ccccc1, B1C2CCCC1CCC2, Ic1cccnc1, [Na+], [OH-], c1ccc(P(c2ccccc2)c2ccccc2)cc1. The product is c1ccc(CN2CCN(Cc3ccccc3)C(CCc3cccnc3)C2)cc1. As a reaction SMILES: [CH2:10]([c:11]1[cH:12][cH:13][cH:14][cH:15][cH:16]1)[N:17]1[CH:18]([CH:30]=[CH2:31])[CH2:19][N:20]([CH2:23][c:24]2[cH:25][cH:26][cH:27][cH:28][cH:29]2)[CH2:21][CH2:22]1.[CH:1]12[CH2:2][CH2:3][CH2:4][CH:5]([BH:6]1)[CH2:7][CH2:8][CH2:9]2.[I:51][c:52]1[cH:53][n:54][cH:55][cH:56][cH:57]1.[Na+:59].[OH-:58].[c:32]1([P:33]([c:34]2[cH:35][cH:36][cH:37][cH:38][cH:39]2)[c:40]2[cH:41][cH:42][cH:43][cH:44][cH:45]2)[cH:46][cH:47][cH:48][cH:49][cH:50]1>>[CH2:10]([c:11]1[cH:12][cH:13][cH:14][cH:15][cH:16]1)[N:17]1[CH:18]([CH2:30][CH2:31][c:52]2[cH:53][n:54][cH:55][cH:56][cH:57]2)[CH2:19][N:20]([CH2:23][c:24]2[cH:25][cH:26][cH:27][cH:28][cH:29]2)[CH2:21][CH2:22]1. The reactants are C1(CC(C(CC1)C(C)C)O)C (Menthol), compound 16, O1C(CCC=C1)C=O (3,4-dihydro-2H-pyran-2-carboxaldeyde). The product is compound 17, C1(CC(C(CC1)C(C)C)OC1CCCC(O1)C=O)C (6-menthyloxy-tetrahydro-2H-pyran-2-carboxaldehyde). RXN SMILES: [CH:1]1([CH3:11])[CH2:6][CH2:5][CH:4]([CH:7]([CH3:9])[CH3:8])[CH:3]([OH:10])[CH2:2]1.[O:12]1[CH:17]=[CH:16][CH2:15][CH2:14][CH:13]1[CH:18]=[O:19]>>[CH:1]1([CH3:11])[CH2:6][CH2:5][CH:4]([CH:7]([CH3:8])[CH3:9])[CH:3]([O:10][CH:17]2[O:12][CH:13]([CH:18]=[O:19])[CH2:14][CH2:15][CH2:16]2)[CH2:2]1. Reported procedure: Menthol may be condensed with compound 16, 3,4-dihydro-2H-pyran-2-carboxaldeyde in the presence of acid to provide compound 17, 6-menthyloxy-tetrahydro-2H-pyran-2-carboxaldehyde. A Lewis acid or a protic acid may be employed, with protic acids being preferred. Aldehyde 17 may be reduced to an alcohol 19, 6-menthyloxy-tetrahydro-2H-pyran-2-methanol, by catalytic hydrogeneration for example, over Raney nickel or a nobel metal catalyst. Compound 17 may alternatively be reduced to compound 19 using ...